This data is from the Open Reaction Database (ORD), a public repository of structured organic reaction records. The task is: describe an organic reaction: reactants, conditions, products, and yield Reactants: O (water), O=C1CCC(CC1)C(=O)OCC (Ethyl 4-oxocyclohexane carboxylate), N1CCCC1 (pyrrolidine), CI (methyl iodide). Solvent: C1(=CC=CC=C1)C (toluene). Conditions: time 3 hour. Product: C(C)OC(=O)C1CC(C(CC1)=O)C (3-Methyl-4-oxo-cyclohexanecarboxylic acid ethyl ester). RXN SMILES: [O:1]=[C:2]1[CH2:7][CH2:6][CH:5]([C:8]([O:10][CH2:11][CH3:12])=[O:9])[CH2:4][CH2:3]1.N1CCC[CH2:14]1.CI.O>C1(C)C=CC=CC=1>[CH2:11]([O:10][C:8]([CH:5]1[CH2:6][CH2:7][C:2](=[O:1])[CH:3]([CH3:14])[CH2:4]1)=[O:9])[CH3:12]. Reported procedure: Ethyl 4-oxocyclohexane carboxylate (10.0 g, 58.8 mmol) and pyrrolidine (5.87 g, 82.7 mmol) in toluene (100 mL) and molecular sieves (40 g of 4 Å sieves) are heated to reflux overnight using Dean Stark apparatus. The mixture is filtered and the excess pyrrolidine is removed in vacuo. The resulting mixture is diluted with toluene (50 mL) and treated with methyl iodide (8.96 g, 63.1 mmol). After heating at reflux for 15 hours, the mixture is allowed to cool to RT and silica (3 g) and water (30 mL) ... The reactants are FC(COC1=C(C=CC=C1)N1CCNCC1)(F)F (1-[2-(2,2,2-trifluoroethoxy)phenyl]piperazine), C(C1=CC=CC=C1)N1C(N(C(C(=C1)C#N)=O)CCCCl)=O (1-benzyl-3-(3-chloropropyl)-5-cyano-2,4(1H,3H)-pyrimidinedione). Yields the product Cl.C(C1=CC=CC=C1)N1C(N(C(C(=C1)C#N)=O)CCCN1CCN(CC1)C1=C(C=CC=C1)OCC(F)(F)F)=O (1-benzyl-3-(3-{4-[2-(2,2,2-trifluoroethoxy)phenyl]piperazin-1-yl}propyl)-5-cyano-2,4(1H,3H)-pyrimidinedione hydrochloride). Reaction SMILES: [F:1][C:2]([F:18])([F:17])[CH2:3][O:4][C:5]1[CH:10]=[CH:9][CH:8]=[CH:7][C:6]=1[N:11]1[CH2:16][CH2:15][NH:14][CH2:13][CH2:12]1.[CH2:19]([N:26]1[CH:31]=[C:30]([C:32]#[N:33])[C:29](=[O:34])[N:28]([CH2:35][CH2:36][CH2:37][Cl:38])[C:27]1=[O:39])[C:20]1[CH:25]=[CH:24][CH:23]=[CH:22][CH:21]=1>>[ClH:38].[CH2:19]([N:26]1[CH:31]=[C:30]([C:32]#[N:33])[C:29](=[O:34])[N:28]([CH2:35][CH2:36][CH2:37][N:14]2[CH2:15][CH2:16][N:11]([C:6]3[CH:7]=[CH:8][CH:9]=[CH:10][C:5]=3[O:4][CH2:3][C:2]([F:1])([F:17])[F:18])[CH2:12][CH2:13]2)[C:27]1=[O:39])[C:20]1[CH:21]=[CH:22][CH:23]=[CH:24][CH:25]=1 |f:2.3|. Procedure: substituting 1-[2-(2,2,2-trifluoroethoxy)phenyl]piperazine and 1-benzyl-3-(3-chloropropyl)-5-cyano-2,4(1H,3H)-pyrimidinedione gave 1-benzyl-3-(3-{4-[2-(2,2,2-trifluoroethoxy)phenyl]piperazin-1-yl}propyl)-5-cyano-2,4(1H,3H)-pyrimidinedione hydrochloride, m.p. 142°-143° C.; Anal.: Calcd. for C27H28F3N5O3.(HCl)1.2.(H2O)0.5 : C, 57.50; H, 5.18; N, 12.42%; Found: C, 55.93; H, 5.22; N, 11.94%; The reactants are [BH4-], COC(=O)C(C)c1cccc(C(=O)c2ccccc2)c1, CO, [Na+]. Product: COC(=O)C(C)c1cccc(C(O)c2ccccc2)c1. Reaction SMILES: [BH4-:21].[C:1]([c:2]1[cH:3][cH:4][cH:5][cH:6][cH:7]1)(=[O:8])[c:9]1[cH:10][c:11]([CH:15]([C:16](=[O:17])[O:18][CH3:19])[CH3:20])[cH:12][cH:13][cH:14]1.[CH3:23][OH:24].[Na+:22]>>[CH:1]([c:2]1[cH:3][cH:4][cH:5][cH:6][cH:7]1)([OH:8])[c:9]1[cH:10][c:11]([CH:15]([C:16](=[O:17])[O:18][CH3:19])[CH3:20])[cH:12][cH:13][cH:14]1. Starting materials: OCC(CCCCC(=O)OC)CC1=CC=C(C=C1)C(=O)OC (methyl 6-hydroxymethyl-7-(4-methoxycarbonyl-phenyl)heptanoate), BrCC1=CC=CC2=C1N=C(S2)C2=CC(=CC=C2)F (4-bromomethyl-2-(3-fluorophenyl)-benzothiazole), O (water). Reagents/catalysts: [Ag]=O (silver oxide). The solvent is C1=CC=CC=C1 (benzene). Reaction conditions: time 6 day. Product: FC=1C=C(C=CC1)C=1SC2=C(N1)C(=CC=C2)COCC(CCCCC(=O)OC)CC2=CC=C(C=C2)C(=O)OC (Methyl 7-{[2-(3-fluorophenyl)-1,3-benzothiazol-4-yl]methoxy}-6-[4-(methoxycarbonyl)benzyl]heptanoate). RXN SMILES: Br[CH2:2][C:3]1[C:8]2[N:9]=[C:10]([C:12]3[CH:17]=[CH:16][CH:15]=[C:14]([F:18])[CH:13]=3)[S:11][C:7]=2[CH:6]=[CH:5][CH:4]=1.[OH:19][CH2:20][CH:21]([CH2:30][C:31]1[CH:36]=[CH:35][C:34]([C:37]([O:39][CH3:40])=[O:38])=[CH:33][CH:32]=1)[CH2:22][CH2:23][CH2:24][CH2:25][C:26]([O:28][CH3:29])=[O:27].O>C1C=CC=CC=1.[Ag]=O>[F:18][C:14]1[CH:13]=[C:12]([C:10]2[S:11][C:7]3[CH:6]=[CH:5][CH:4]=[C:3]([CH2:2][O:19][CH2:20][CH:21]([CH2:30][C:31]4[CH:32]=[CH:33][C:34]([C:37]([O:39][CH3:40])=[O:38])=[CH:35][CH:36]=4)[CH2:22][CH2:23][CH2:24][CH2:25][C:26]([O:28][CH3:29])=[O:27])[C:8]=3[N:9]=2)[CH:17]=[CH:16][CH:15]=1. Reported procedure: Under argon, 102.8 mg (0.32 mmol) of 4-bromomethyl-2-(3-fluorophenyl)-benzothiazole and 300 mg of MS3A are dissolved in 5 ml of benzene. At room temperature, 82 mg (0.27 mmol) of methyl 6-hydroxymethyl-7-(4-methoxycarbonyl-phenyl)heptanoate (synthesis cf. EP-A-0 341 551, p. 31, Ex. 42) and 92 mg (0.40 mmol) of silver oxide are added. The mixture is stirred at room temperature for 6 days. About 0.2 ml of water is added, the mixture is filtered through Extrelut, which is washed with toluene, and t... Starting materials: ClC1=C2C(=NC=C1)C=C(S2)C(=O)N2C[C@@H](CC2)O (7-chloro-2-[(R)-3-hydroxypyrrolidine-1-carbonyl]thieno[3,2-b]pyridine), CNC(=O)C1=C(NC2=CC(=CC=C12)O)C (6-hydroxy-2-methyl-1H-indol-3-carboxylic acid methylamide), C(=O)([O-])[O-].[Cs+].[Cs+] (Cs2CO3). The product is CNC(=O)C1=C(NC2=CC(=CC=C12)OC1=C2C(=NC=C1)C=C(S2)C(=O)N2CC(CC2)O)C (6-[2-(3-Hydroxy-pyrrolidine-1-carbonyl)-thieno[3,2-b]pyridin-7-yloxy]-2-methyl-1H-indole-3-carboxylic acid methylamide). Reaction SMILES: Cl[C:2]1[CH:7]=[CH:6][N:5]=[C:4]2[CH:8]=[C:9]([C:11]([N:13]3[CH2:17][CH2:16][C@@H:15]([OH:18])[CH2:14]3)=[O:12])[S:10][C:3]=12.[CH3:19][NH:20][C:21]([C:23]1[C:31]2[C:26](=[CH:27][C:28]([OH:32])=[CH:29][CH:30]=2)[NH:25][C:24]=1[CH3:33])=[O:22].C([O-])([O-])=O.[Cs+].[Cs+]>>[CH3:19][NH:20][C:21]([C:23]1[C:31]2[C:26](=[CH:27][C:28]([O:32][C:2]3[CH:7]=[CH:6][N:5]=[C:4]4[CH:8]=[C:9]([C:11]([N:13]5[CH2:17][CH2:16][CH:15]([OH:18])[CH2:14]5)=[O:12])[S:10][C:3]=34)=[CH:29][CH:30]=2)[NH:25][C:24]=1[CH3:33])=[O:22] |f:2.3.4|. Reported procedure: This material was prepared by the reaction of 7-chloro-2-[(R)-3-hydroxypyrrolidine-1-carbynyl]thieno[3,2,-b]pyridine 4a with 6-hydroxy-2-methyl-1H-indol-3-carboxylic acid methylamide and Cs2CO3 in a manner as previously described for Example 1. 1H NMR (300 MHz, CD3OD) δ8.48 (1H, d, J=5.5 Hz), 7.91 (1H, d, J=17.3 Hz), 7.86 (1H, d, J=8.6 Hz), 7.21 (1H, s), 7.00 (1H, d, J=8.6 Hz), 6.69 (1H, d, J=5.5 Hz), 4.50 (1H, m), 4.05-3.70 (4H, m), 2.97 (3H, s), 2.63 (3H, s), 2.40-1.90 (2H, m). LCMS (ESI+) [M+... Starting materials: COCC(=O)O, CN(C)c1ccncc1, CN(C)C=O, C(=NC1CCCCC1)=NC1CCCCC1, O=C1CC(=O)CC(c2ccccc2Cl)C1. Yields the product COCC(O)=C1C(=O)CC(c2ccccc2Cl)CC1=O. RXN SMILES: [CH3:16][O:17][CH2:18][C:19](=[O:20])[OH:21].[CH3:37][N:38]([CH3:39])[c:40]1[cH:41][cH:42][n:43][cH:44][cH:45]1.[CH3:46][N:47]([CH3:48])[CH:49]=[O:50].[CH:22]1([N:23]=[C:24]=[N:25][CH:26]2[CH2:27][CH2:28][CH2:29][CH2:30][CH2:31]2)[CH2:32][CH2:33][CH2:34][CH2:35][CH2:36]1.[Cl:1][c:2]1[c:3]([CH:8]2[CH2:9][C:10](=[O:15])[CH2:11][C:12](=[O:14])[CH2:13]2)[cH:4][cH:5][cH:6][cH:7]1>>[Cl:1][c:2]1[c:3]([CH:8]2[CH2:9][C:10](=[O:15])[C:11](=[C:19]([CH2:18][O:17][CH3:16])[OH:20])[C:12](=[O:14])[CH2:13]2)[cH:4][cH:5][cH:6][cH:7]1. Yield: 98.3%. Solvent: C(C)O (ethanol). The reactants are BrC=1C(=C(C=C(C1)Cl)C(C)N)OC (1-(3-bromo-5-chloro-2-methoxyphenyl)ethanamine), BrC1=C2N=CN(C2=NC=N1)C1OCCCC1 (6-Bromo-9-(tetrahydro-2H-pyran-2-yl)-9H-purine), C(C)(C)N(C(C)C)CC (N,N-diisopropylethylamine), C([O-])(O)=O.[Na+] (sodium bicarbonate). Reported procedure: A solution of 1-(3-bromo-5-chloro-2-methoxyphenyl)ethanamine (2.2 g, 8.5 mmol) in ethanol (69 mL), was treated with 6-bromo-9-(tetrahydro-2H-pyran-2-yl)-9H-purine (3.6 g, 13 mmol, from Example 108, Step 1) and N,N-diisopropylethylamine (4.4 mL, 25 mmol) and heated at reflux overnight. The reaction mixture was cooled, poured into sodium bicarbonate (150 mL) and extracted with ethyl acetate (2×150 mL). The combined organic layers were washed with water and brine, dried with sodium sulfate, filtere... Reaction SMILES: [Br:1][C:2]1[C:3]([O:12][CH3:13])=[C:4]([CH:9]([NH2:11])[CH3:10])[CH:5]=[C:6]([Cl:8])[CH:7]=1.Br[C:15]1[N:23]=[CH:22][N:21]=[C:20]2[C:16]=1[N:17]=[CH:18][N:19]2[CH:24]1[CH2:29][CH2:28][CH2:27][CH2:26][O:25]1.C(N(CC)C(C)C)(C)C.C(=O)(O)[O-].[Na+]>C(O)C>[Br:1][C:2]1[C:3]([O:12][CH3:13])=[C:4]([CH:9]([NH:11][C:15]2[N:23]=[CH:22][N:21]=[C:20]3[C:16]=2[N:17]=[CH:18][N:19]3[CH:24]2[CH2:29][CH2:28][CH2:27][CH2:26][O:25]2)[CH3:10])[CH:5]=[C:6]([Cl:8])[CH:7]=1 |f:3.4|. Yields the product BrC=1C(=C(C=C(C1)Cl)C(C)NC1=C2N=CN(C2=NC=N1)C1OCCCC1)OC (N-[1-(3-Bromo-5-chloro-2-methoxyphenyl)ethyl]-9-(tetrahydro-2H-pyran-2-yl)-9H-purin-6-amine).